This data is from the Open Reaction Database (ORD), a public repository of structured organic reaction records. The task is: describe an organic reaction: reactants, conditions, products, and yield The reactants are FC1=CC(=C(C=C1)C=1OC(=NN1)C=1C(=NOC1C)C1=CC=CC=C1)OC (2-(4-fluoro-2-methoxy-phenyl)-5-(5-methyl-3-phenyl-isoxazol-4-yl)-[1,3,4]oxadiazole), C[Si](N[Si](C)(C)C)(C)C.[K] (potassium hexamethyldisilazane), C[Si](N[Si](C)(C)C)(C)C.[K] (potassium hexamethyldisilazane), IC (iodomethane), IC (iodomethane), [Cl-].[NH4+] (ammonium chloride). Run in CN(C)C=O (DMF). Reaction conditions: time 1 hour. The product is C(C)C1=C(C(=NO1)C1=CC=CC=C1)C=1OC(=NN1)C1=C(C=C(C=C1)F)OC (2-(5-Ethyl-3-phenyl-isoxazol-4-yl)-5-(4-fluoro-2-methoxy-phenyl)-[1,3,4]oxadiazole). Isolated yield 1.3%. Reaction SMILES: [F:1][C:2]1[CH:7]=[CH:6][C:5]([C:8]2[O:9][C:10]([C:13]3[C:14]([C:19]4[CH:24]=[CH:23][CH:22]=[CH:21][CH:20]=4)=[N:15][O:16][C:17]=3[CH3:18])=[N:11][N:12]=2)=[C:4]([O:25][CH3:26])[CH:3]=1.[CH3:27][Si](C)(C)N[Si](C)(C)C.[K].IC.[Cl-].[NH4+]>CN(C=O)C>[CH2:18]([C:17]1[O:16][N:15]=[C:14]([C:19]2[CH:24]=[CH:23][CH:22]=[CH:21][CH:20]=2)[C:13]=1[C:10]1[O:9][C:8]([C:5]2[CH:6]=[CH:7][C:2]([F:1])=[CH:3][C:4]=2[O:25][CH3:26])=[N:12][N:11]=1)[CH3:27] |f:1.2,4.5,^1:35|. Procedure: To a solution of 2-(4-fluoro-2-methoxy-phenyl)-5-(5-methyl-3-phenyl-isoxazol-4-yl)-[1,3,4]oxadiazole (1.00 g, 2.85 mmol) in DMF (10 mL) was added potassium hexamethyldisilazane (0.91 M in tetrahydrofuran, 3.44 mL, 3.13 mmol) at ambient temperature and the resulting mixture was stirred for 1 h. After addition of iodomethane (0.20 mL, 3.13 mmol) the reaction mixture was stirred for 20 h at this temperature. Further potassium hexamethyldisilazane (0.91 M in tetrahydrofuran, 3.44 mL, 3.13 mmol) and ... The reactants are ClC=1C=CC(=NC1)C (5-chloro-2-methylpyridine), BrN1C(CCC1=O)=O (N-bromosuccinimide), N(=NC(C#N)(C)C)C(C#N)(C)C (2,2′-azobisisobutyronitrile). Run in C(Cl)(Cl)(Cl)Cl (carbon tetrachloride). Conditions: time 5 hour. The product is BrCC1=NC=C(C=C1)Cl (2-bromomethyl-5-chloropyridine). Yield: 58.1%. Reaction SMILES: [Cl:1][C:2]1[CH:3]=[CH:4][C:5]([CH3:8])=[N:6][CH:7]=1.[Br:9]N1C(=O)CCC1=O.N(C(C)(C)C#N)=NC(C)(C)C#N>C(Cl)(Cl)(Cl)Cl>[Br:9][CH2:8][C:5]1[CH:4]=[CH:3][C:2]([Cl:1])=[CH:7][N:6]=1. Reported procedure: A suspension of 5-chloro-2-methylpyridine (Reference Example 52, Step A, 6.4 g, 50 mmol) and N-bromosuccinimide (12.5 g, 70 mmol) in 100 mL carbon tetrachloride was heated to gentle reflux (bath temperature 90° C.), and 2,2′-azobisisobutyronitrile (0.74 g) was added in several portions over 30 min. After stirring at this temperature for 5 h, the reaction mixture was concentrated. The resulting slurry was diluted with EtOAc (100 mL) and was washed with water (100 mL), saturated aqueous sodium bic... RXN SMILES: [C:1]([CH3:2])([CH3:3])([CH3:4])[O:5][C:6]([NH:7][c:8]1[cH:9][c:10]2[c:11]([n:12][cH:13]1)[n:14]([S:26](=[O:27])(=[O:28])[c:29]1[cH:30][cH:31][cH:32][cH:33][cH:34]1)[c:15]([CH:17]([CH2:18][CH:19]1[CH2:20][CH2:21][O:22][CH2:23][CH2:24]1)[OH:25])[cH:16]2)=[O:35].[Cl:36][CH2:37][Cl:38]>>[C:1]([CH3:2])([CH3:3])([CH3:4])[O:5][C:6]([NH:7][c:8]1[cH:9][c:10]2[c:11]([n:12][cH:13]1)[n:14]([S:26](=[O:27])(=[O:28])[c:29]1[cH:30][cH:31][cH:32][cH:33][cH:34]1)[c:15]([C:17]([CH2:18][CH:19]1[CH2:20][CH2:21][O:22][CH2:23][CH2:24]1)=[O:25])[cH:16]2)=[O:35]. The reactants are CC(C)(C)OC(=O)Nc1cnc2c(c1)cc(C(O)CC1CCOCC1)n2S(=O)(=O)c1ccccc1, ClCCl. The product is CC(C)(C)OC(=O)Nc1cnc2c(c1)cc(C(=O)CC1CCOCC1)n2S(=O)(=O)c1ccccc1. The reactants are O=C([O-])O, O=C(Cl)c1ccc(Cl)cc1, Cl, [Na+], NCC(=O)c1ccsc1. The product is O=C(CNC(=O)c1ccc(Cl)cc1)c1ccsc1. Reaction SMILES: [C:11](=[O:12])([OH:13])[O-:14].[Cl:16][C:17](=[O:18])[c:19]1[cH:20][cH:21][c:22]([Cl:23])[cH:24][cH:25]1.[ClH:1].[Na+:15].[s:2]1[cH:3][c:4]([C:7](=[O:8])[CH2:9][NH2:10])[cH:5][cH:6]1>>[s:2]1[cH:3][c:4]([C:7](=[O:8])[CH2:9][NH:10][C:17](=[O:18])[c:19]2[cH:20][cH:21][c:22]([Cl:23])[cH:24][cH:25]2)[cH:5][cH:6]1. Reagents/catalysts: [I-].C(CCC)[N+](CCCC)(CCCC)CCCC (tetrabutylammonium iodide). Yields the product FC1=CC=C(C=C1)CC(C=O)(C)C (3-(4-Fluorophenyl)-2,2-dimethyl-1-propanal). Procedure details: A mixture of sodium hydroxide (4.2 g), water (4.2 g), benzene (6 ml) and tetrabutylammonium iodide (0.45 g) was heated to 70°. A solution of isobutyraldehyde (8.65 g) and 4-fluorobenzyl chloride (13.01 g) was dripped into the mixture which was stirred at 70° for 5 hr. The product was extracted into ether, the solution was dried (MgSO4) and evaporated to give an oil b.p. 80°/1.0 mm (15.30 g). As a reaction SMILES: [OH-].[Na+].O.[CH:4](=[O:8])[CH:5]([CH3:7])[CH3:6].[F:9][C:10]1[CH:17]=[CH:16][C:13]([CH2:14]Cl)=[CH:12][CH:11]=1>[I-].C([N+](CCCC)(CCCC)CCCC)CCC.C1C=CC=CC=1>[F:9][C:10]1[CH:17]=[CH:16][C:13]([CH2:14][C:5]([CH3:7])([CH3:6])[CH:4]=[O:8])=[CH:12][CH:11]=1 |f:0.1,5.6|. Solvent: C1=CC=CC=C1 (benzene). Run at time 5 hour. Starting materials: [OH-].[Na+] (sodium hydroxide), O (water), FC1=CC=C(CCl)C=C1 (4-fluorobenzyl chloride), C(C(C)C)=O (isobutyraldehyde). Reactants: ClC=1C=C(C(=O)O)C=C(C1)C (3-chloro-5-methylbenzoic acid), O1CCCC1.B (borane tetrahydrofuran). The solvent is C1CCOC1 (THF). Conditions: temperature 0 celsius. Yields the product ClC=1C=C(C=C(C1)C)CO ((3-Chloro-5-methylphenyl)methanol). RXN SMILES: [Cl:1][C:2]1[CH:3]=[C:4]([CH:8]=[C:9]([CH3:11])[CH:10]=1)[C:5](O)=[O:6].O1CCCC1.B>C1COCC1>[Cl:1][C:2]1[CH:3]=[C:4]([CH2:5][OH:6])[CH:8]=[C:9]([CH3:11])[CH:10]=1 |f:1.2|. Reported procedure: To a stirred solution/suspension of 3-chloro-5-methylbenzoic acid (800 mg, 4.69 mmol) in THF (5 ml) at 0° C. under nitrogen was added dropwise borane tetrahydrofuran complex (1 M in THF, 23.45 ml, 23.45 mmol) over 30 mins maintaining the temperature around 0° C. The reaction mixture was then allowed to warm to RT over 20 hrs. On cooling in an ice/water bath the reaction mixture was quenched dropwise with water and after a few minutes the THF was removed under reduced pressure. Water was added to... The reactants are CN(CCCCCCCC)CCCCCCCC (N-methyldioctylamine), BrCCCCCl (1-bromo-4-chlorobutane). The solvent is CO (methanol). Reaction conditions: temperature 68 celsius. Product: [Br-].ClCCCC[N+](C)(CCCCCCCC)CCCCCCCC ((4-chlorobutyl)dioctylmethylammonium bromide). Yield: 98.9%. Reaction SMILES: [CH3:1][N:2]([CH2:11][CH2:12][CH2:13][CH2:14][CH2:15][CH2:16][CH2:17][CH3:18])[CH2:3][CH2:4][CH2:5][CH2:6][CH2:7][CH2:8][CH2:9][CH3:10].[Br:19][CH2:20][CH2:21][CH2:22][CH2:23][Cl:24]>CO>[Br-:19].[Cl:24][CH2:23][CH2:22][CH2:21][CH2:20][N+:2]([CH2:3][CH2:4][CH2:5][CH2:6][CH2:7][CH2:8][CH2:9][CH3:10])([CH2:11][CH2:12][CH2:13][CH2:14][CH2:15][CH2:16][CH2:17][CH3:18])[CH3:1] |f:3.4|. Procedure: To a 500 mL, round-bottomed flask equipped with air condensers and magnetic stirring was charged N-methyldioctylamine (201.83 grams, 0.790 moles), 1-bromo-4-chlorobutane (135.517 grams, 0.790 moles) and methanol (250 mL). The reaction was maintained at 68° C. for 48 hours. The reaction was cooled to room temperature. Solvent was removed by rotary evaporation until a thick oil remained. Solvent removal was continued under high vacuum at 50° C., yielding 333.53 grams of a thick brown oil. Reported procedure: This compound was prepared by the procedure described for diethyl terephthalate. Typical reagent levels were as follows: terephthaloyl chloride (40.6 g, 0.20 mole), 1-butanol (29.6g, 0.40 mole), and 100 ml of toluene. Product yield was 75% and was used without further purification. Reactants: C(C1=CC=C(C(=O)OCC)C=C1)(=O)OCC (diethyl terephthalate), C(C1=CC=C(C(=O)Cl)C=C1)(=O)Cl (terephthaloyl chloride), C(CCC)O (1-butanol). Yields the product C(C1=CC=C(C(=O)OCCCC)C=C1)(=O)OCCCC (Dibutyl Terephthalate). Reaction SMILES: [C:1]([O:14][CH2:15][CH3:16])(=[O:13])[C:2]1[CH:12]=[CH:11][C:5]([C:6]([O:8][CH2:9][CH3:10])=[O:7])=[CH:4][CH:3]=1.[C:17](Cl)(=O)[C:18]1C=CC(C(Cl)=O)=CC=1.[CH2:29](O)[CH2:30]CC>C1(C)C=CC=CC=1>[C:6]([O:8][CH2:9][CH2:10][CH2:29][CH3:30])(=[O:7])[C:5]1[CH:11]=[CH:12][C:2]([C:1]([O:14][CH2:15][CH2:16][CH2:17][CH3:18])=[O:13])=[CH:3][CH:4]=1. Run in C1(=CC=CC=C1)C (toluene). Yield: 75.0%.